Dataset: the Open Reaction Database (ORD), a public repository of structured organic reaction records. Task: describe an organic reaction: reactants, conditions, products, and yield The reactants are COc1cc(N)ccc1Br, O=Cc1ccccc1Cl. Yields the product COc1cc(N)c(C(=O)c2ccccc2Cl)cc1Br. Reaction SMILES: [Br:10][c:11]1[c:12]([O:18][CH3:19])[cH:13][c:14]([NH2:15])[cH:16][cH:17]1.[Cl:1][c:2]1[c:3]([CH:4]=[O:5])[cH:6][cH:7][cH:8][cH:9]1>>[Cl:1][c:2]1[c:3]([C:4](=[O:5])[c:16]2[c:14]([NH2:15])[cH:13][c:12]([O:18][CH3:19])[c:11]([Br:10])[cH:17]2)[cH:6][cH:7][cH:8][cH:9]1. Starting materials: C(C1=CC=CC=C1)OC(=O)NC1(CC1)C1=C(C(=C(C(=O)OC)C(=C1F)F)F)F (methyl 4-(1-benzyloxycarbonylaminocyclopropyl)-2,3,5,6-tetrafluorobenzoate), Cl (hydrochloric acid), [OH-].[Na+] (sodium hydroxide), O (water). The solvent is C(C)(=O)OCC (ethyl acetate), CO (methanol), O1CCOCC1 (dioxane). Run at time 1 hour. Product: C(C1=CC=CC=C1)OC(=O)NC1(CC1)C1=C(C(=C(C(=O)O)C(=C1F)F)F)F (4-(1-benzyloxycarbonylaminocyclopropyl)-2,3,5,6tetrafluorobenzoic acid). The yield is 97.9%. Reaction SMILES: [CH2:1]([O:8][C:9]([NH:11][C:12]1([C:15]2[C:24]([F:25])=[C:23]([F:26])[C:18]([C:19]([O:21]C)=[O:20])=[C:17]([F:27])[C:16]=2[F:28])[CH2:14][CH2:13]1)=[O:10])[C:2]1[CH:7]=[CH:6][CH:5]=[CH:4][CH:3]=1.[OH-].[Na+].O.Cl>CO.O1CCOCC1.C(OCC)(=O)C>[CH2:1]([O:8][C:9]([NH:11][C:12]1([C:15]2[C:16]([F:28])=[C:17]([F:27])[C:18]([C:19]([OH:21])=[O:20])=[C:23]([F:26])[C:24]=2[F:25])[CH2:13][CH2:14]1)=[O:10])[C:2]1[CH:7]=[CH:6][CH:5]=[CH:4][CH:3]=1 |f:1.2|. Reported procedure: In a mixture of 14 ml of methanol and 14 ml of dioxane was dissolved 1.8 g of methyl 4-(1-benzyloxycarbonylaminocyclopropyl)-2,3,5,6-tetrafluorobenzoate. To the resulting solution was added 14 ml of a 1N aqueous sodium hydroxide solution. The resulting mixture was stirred at room temperature for 1 hour. To the reaction mixture was added 50 ml of water. The resulting mixture was adjusted to pH 1 with 2N hydrochloric acid, and 50 ml of ethyl acetate was added thereto. The organic layer was separat...